The task is: describe an organic reaction: reactants, conditions, products, and yield. This data is from the Open Reaction Database (ORD), a public repository of structured organic reaction records. The reactants are C(C)OCCl (chloromethyl ethyl ether), C1(=CC=CC=C1)CN(C1=NC=2C=CC=CC2C2=C1N=CN2)CC2=CC=CC=C2 (N,N-bis(phenylmethyl)-1H-imidazo[4,5-c]quinolin-4-amine), [H-].[Na+] (sodium hydride). Run in C(C)OCC (diethyl ether), O1CCCC1 (tetrahydrofuran), O1CCCC1 (tetrahydrofuran). Conditions: time 2 hour. Product: C1(=CC=CC=C1)CN(C1=NC=2C=CC=CC2C2=C1N=CN2COCC)CC2=CC=CC=C2 (N,N-bis(phenylmethyl)-1-ethoxymethyl-1H-imidazo[4,5-c]quinolin-4-amine). Isolated yield 76.3%. Reaction SMILES: [C:1]1([CH2:7][N:8]([CH2:22][C:23]2[CH:28]=[CH:27][CH:26]=[CH:25][CH:24]=2)[C:9]2[C:18]3[N:19]=[CH:20][NH:21][C:17]=3[C:16]3[CH:15]=[CH:14][CH:13]=[CH:12][C:11]=3[N:10]=2)[CH:6]=[CH:5][CH:4]=[CH:3][CH:2]=1.[H-].[Na+].[CH2:31]([O:33][CH2:34]Cl)[CH3:32]>O1CCCC1.C(OCC)C>[C:23]1([CH2:22][N:8]([CH2:7][C:1]2[CH:2]=[CH:3][CH:4]=[CH:5][CH:6]=2)[C:9]2[C:18]3[N:19]=[CH:20][N:21]([CH2:34][O:33][CH2:31][CH3:32])[C:17]=3[C:16]3[CH:15]=[CH:14][CH:13]=[CH:12][C:11]=3[N:10]=2)[CH:28]=[CH:27][CH:26]=[CH:25][CH:24]=1 |f:1.2|. Reported procedure: A solution of N,N-bis(phenylmethyl)-1H-imidazo[4,5-c]quinolin-4-amine (2 g, 5.49 mmole) in tetrahydrofuran (10 mL) was added to a suspension of sodium hydride (0.21 g, 6.58 mmole) in tetrahydrofuran (25 mL). After 30 minutes chloromethyl ethyl ether (0.61 mL, 6.58 mmole) was added and the reaction mixture was stirred for 2 hours. The reaction mixture was diluted with diethyl ether, washed with water, dried over magnesium sulfate, and then concentrated under vacuum to provide crude product as a b... The reactants are CN1N=C(C=C1OC1=NC(=CC(=C1)C)OC1=CC(=NN1C)C(F)(F)F)C(F)(F)F (2,6-bis(1-methyl-3-trifluoromethylpyrazol-5-yloxy)-4-methylpyridine), [OH-].[Na+] (NaOH), Cl (hydrochloric acid). Run in O (water), CS(=O)C (DMSO), O (water), CCCCC.C(C)(=O)OCC (pentane ethyl acetate). Yields the product OC1=CC(=CC(=N1)OC1=CC(=NN1C)C(F)(F)F)C (6-Hydroxy-2-(1-methyl-3-trifluoromethylpyrazol-5-yloxy)-4-methylpyridine). The yield is 69.5%. As a reaction SMILES: [CH3:1][N:2]1[C:6]([O:7][C:8]2[CH:13]=[C:12]([CH3:14])[CH:11]=[C:10]([O:15]C3N(C)N=C(C(F)(F)F)C=3)[N:9]=2)=[CH:5][C:4]([C:26]([F:29])([F:28])[F:27])=[N:3]1.[OH-].[Na+].Cl>CS(C)=O.O.CCCCC.C(OCC)(=O)C>[OH:15][C:10]1[N:9]=[C:8]([O:7][C:6]2[N:2]([CH3:1])[N:3]=[C:4]([C:26]([F:29])([F:28])[F:27])[CH:5]=2)[CH:13]=[C:12]([CH3:14])[CH:11]=1 |f:1.2,6.7|. Procedure details: A mixture of 2,6-bis(1-methyl-3-trifluoromethylpyrazol-5-yloxy)-4-methylpyridine (prepared according to WO 94/22833; 4.2 g, 10 mmol) and NaOH (1 g, 25 mmol) is heated in DMSO (50 ml) and water (5 ml) for 36 h at 100° C. After cooling, the reaction mixture is diluted with water and acidified with hydrochloric acid. The mixture is diluted with pentane/ethyl acetate (300 ml by volume ration 1/1) and the organic layer is washed 6 times with water. The organic layer is dried with anhydrous magnesium ...